From a dataset of the Open Reaction Database (ORD), a public repository of structured organic reaction records. describe an organic reaction: reactants, conditions, products, and yield The reactants are CCCC[N+](CCCC)(CCCC)CCCC.[F-] (TBAF), ClC1=CC2=C(N(C3=CC=C(C=C23)CCNC(C2=CC=CC=C2)=O)S(=O)(=O)C2=CC=CC=C2)N=C1 (N-(2-(3-chloro-9-(benzenesulfonyl)-9H-pyrido[2,3-b]indol-6-yl)ethyl)benzamide). Solvent: C1CCOC1 (THF), C1CCOC1 (THF). The product is ClC1=CC2=C(NC3=CC=C(C=C23)CCNC(C2=CC=CC=C2)=O)N=C1 (N-(2-(3-chloro-9H-pyrido[2,3-b]indol-6-yl)ethyl)benzamide). The yield is 61.0%. RXN SMILES: CCCC[N+](CCCC)(CCCC)CCCC.[F-].[Cl:19][C:20]1[CH:52]=[N:51][C:23]2[N:24](S(C3C=CC=CC=3)(=O)=O)[C:25]3[C:30]([C:22]=2[CH:21]=1)=[CH:29][C:28]([CH2:31][CH2:32][NH:33][C:34](=[O:41])[C:35]1[CH:40]=[CH:39][CH:38]=[CH:37][CH:36]=1)=[CH:27][CH:26]=3>C1COCC1>[Cl:19][C:20]1[CH:52]=[N:51][C:23]2[NH:24][C:25]3[C:30]([C:22]=2[CH:21]=1)=[CH:29][C:28]([CH2:31][CH2:32][NH:33][C:34](=[O:41])[C:35]1[CH:40]=[CH:39][CH:38]=[CH:37][CH:36]=1)=[CH:27][CH:26]=3 |f:0.1|. Reported procedure: At room temperature and under inert atmosphere, 1.0 M TBAF in THF (310 μL, 5 equiv.) was added a solution of 17 (30 mg, 0.061 mmol) in anhydrous THF (2.5 mL). The solution was refluxed for 2 h. The resulting mixture was then cautiously quenched at 0° C. with H2O. The mixture was extracted with EtOAc (3×10 mL). The resulting organic layers were dried over MgSO4, filtered, and solvents were removed under reduced pressure. The crude product was purified by flash chromatography (EtOAc) to afford R26... Reactants: C(C1=CC=CC=C1)OC1C=2N(CCC1)C=C(N2)C (8-benzyloxy-2-methyl-5,6,7,8-tetrahydroimidazo[1,2-a]pyridine), C(C)O (ethanol), Cl.CNC (dimethylamine hydrochloride), C=O (paraformaldehyde). Product: C(C1=CC=CC=C1)OC1C=2N(CCC1)C(=C(N2)C)CCN(C)C (8-Benzyloxy-3-dimethylaminoethyl-2-methyl-5,6,7,8-tetrahydroimidazo[1,2-a]pyridine). As a reaction SMILES: [CH2:1]([O:8][CH:9]1[CH2:14][CH2:13][CH2:12][N:11]2[CH:15]=[C:16]([CH3:18])[N:17]=[C:10]12)[C:2]1[CH:7]=[CH:6][CH:5]=[CH:4][CH:3]=1.Cl.[CH3:20][NH:21][CH3:22].C=O.[CH2:25](O)[CH3:26]>>[CH2:1]([O:8][CH:9]1[CH2:14][CH2:13][CH2:12][N:11]2[C:15]([CH2:26][CH2:25][N:21]([CH3:22])[CH3:20])=[C:16]([CH3:18])[N:17]=[C:10]12)[C:2]1[CH:3]=[CH:4][CH:5]=[CH:6][CH:7]=1 |f:1.2|. Procedure details: A mixture consisting of the product of Example 20 (1.52 g), dimethylamine hydrochloride (565 mg), paraformaldehyde (238 mg) and ethanol (10 ml) was refluxed for four hrs. After cooling to room temperature, the solvent was evaporated under reduced pressure. The residue was dissolved in chloroform, the solution washed four times with 5% aqueous potassium carbonate, dried over Na2SO4 and then the solvent was evaporated on a rotary evaporator. The residue was chromatographed on silica gel, eluting w... Starting materials: Cn1ncc(-c2ccc(F)cc2)c1CO, C1CCOC1. Yields the product Cn1ncc(-c2ccc(F)cc2)c1C=O. As a reaction SMILES: [F:1][c:2]1[cH:3][cH:4][c:5](-[c:8]2[cH:9][n:10][n:11]([CH3:15])[c:12]2[CH2:13][OH:14])[cH:6][cH:7]1.[O:16]1[CH2:17][CH2:18][CH2:19][CH2:20]1>>[F:1][c:2]1[cH:3][cH:4][c:5](-[c:8]2[cH:9][n:10][n:11]([CH3:15])[c:12]2[CH:13]=[O:14])[cH:6][cH:7]1. Starting materials: BrC=1C=C2C(=CC1)OC=1C=NC(=CC1[C@]21COCC(=N1)N)OCC(C)(C)C ((S)-7-bromo-3-(neopentyloxy)-2′,6′-dihydrospiro[chromeno[2,3-c]pyridine-5,3′-[1,4]oxazin]-5′-amine), FC1=NC=CC=C1B(O)O (2-fluoropyridin-3-ylboronic acid), P(=O)([O-])([O-])[O-].[K+].[K+].[K+] (potassium phosphate), bis[di-tert-butyl(4-dimethylaminophenyl)phosphine]dichloropalladium(II). Reaction conditions: temperature 90 celsius. The product is FC1=NC=CC=C1C=1C=C2C(=CC1)OC=1C=NC(=CC1[C@]21COCC(=N1)N)OCC(C)(C)C ((S)-7-(2-fluoropyridin-3-yl)-3-(neopentyloxy)-2′,6′-dihydrospiro[chromeno[2,3-c]pyridine-5,3′-[1,4]oxazin]-5′-amine). The yield is 87.4%. Reaction SMILES: Br[C:2]1[CH:3]=[C:4]2[C@:15]3([N:20]=[C:19]([NH2:21])[CH2:18][O:17][CH2:16]3)[C:14]3[CH:13]=[C:12]([O:22][CH2:23][C:24]([CH3:27])([CH3:26])[CH3:25])[N:11]=[CH:10][C:9]=3[O:8][C:5]2=[CH:6][CH:7]=1.[F:28][C:29]1[C:34](B(O)O)=[CH:33][CH:32]=[CH:31][N:30]=1.P([O-])([O-])([O-])=O.[K+].[K+].[K+]>>[F:28][C:29]1[C:34]([C:2]2[CH:3]=[C:4]3[C@:15]4([N:20]=[C:19]([NH2:21])[CH2:18][O:17][CH2:16]4)[C:14]4[CH:13]=[C:12]([O:22][CH2:23][C:24]([CH3:27])([CH3:26])[CH3:25])[N:11]=[CH:10][C:9]=4[O:8][C:5]3=[CH:6][CH:7]=2)=[CH:33][CH:32]=[CH:31][N:30]=1 |f:2.3.4.5|. Reported procedure: A vial was charged with (S)-7-bromo-3-(neopentyloxy)-2′,6′-dihydrospiro[chromeno[2,3-c]pyridine-5,3′-[1,4]oxazin]-5′-amine (51 mg, 0.118 mmol), 2-fluoropyridin-3-ylboronic acid (33.2 mg, 0.236 mmol), potassium phosphate (75 mg, 0.354 mmol), and bis[di-tert-butyl(4-dimethylaminophenyl)phosphine]dichloropalladium(II) (4.18 mg, 5.90 μmol). The vial was flushed with Ar (g), then dioxane (442 μL) and water (147 μL) were added in sequence. The vial was sealed and heated in a Biotage Initiator microwav...